Dataset: the Open Reaction Database (ORD), a public repository of structured organic reaction records. Task: describe an organic reaction: reactants, conditions, products, and yield Reactants: C(C)(C)(C)O[C@H](C(=O)O)C1=C(C2=C(N=C(S2)C2=CC=C3C(=NN(C3=C2)C)C)C=C1C)C1=CC=C(C=C1)Cl ((S)-2-tert-butoxy-2-(7-(4-chlorophenyl)-2-(1,3-dimethyl-1H-indazol-6-yl)-5-methylbenzo[d]thiazol-6-yl)acetic acid), C(C1=CC=CC=C1)N1N=C(C2=CC(=CC=C12)C=1SC2=C(N1)C=C(C(=C2C2=CC=C(C=C2)Cl)[C@@H](C(=O)OCC)OC(C)(C)C)C)C ((S)-ethyl 2-(2-(1-benzyl-3-methyl-1H-indazol-5-yl)-7-(4-chlorophenyl)-5-methylbenzo[d]thiazol-6-yl)-2-tert-butoxyacetate). Yields the product C(C1=CC=CC=C1)N1N=C(C2=CC(=CC=C12)C=1SC2=C(N1)C=C(C(=C2C2=CC=C(C=C2)Cl)[C@@H](C(=O)O)OC(C)(C)C)C)C ((S)-2-(2-(1-benzyl-3-methyl-1H-indazol-5-yl)-7-(4-chlorophenyl)-5-methylbenzo[d]thiazol-6-yl)-2-tert-butoxyacetic acid). RXN SMILES: C(O[C@@H](C1C(C)=CC2N=C(C3C=C4C(C(C)=NN4C)=CC=3)SC=2C=1C1C=CC(Cl)=CC=1)C(O)=O)(C)(C)C.[CH2:38]([N:45]1[C:53]2[C:48](=[CH:49][C:50]([C:54]3[S:55][C:56]4[C:62]([C:63]5[CH:68]=[CH:67][C:66]([Cl:69])=[CH:65][CH:64]=5)=[C:61]([C@H:70]([O:76][C:77]([CH3:80])([CH3:79])[CH3:78])[C:71]([O:73]CC)=[O:72])[C:60]([CH3:81])=[CH:59][C:57]=4[N:58]=3)=[CH:51][CH:52]=2)[C:47]([CH3:82])=[N:46]1)[C:39]1[CH:44]=[CH:43][CH:42]=[CH:41][CH:40]=1>>[CH2:38]([N:45]1[C:53]2[C:48](=[CH:49][C:50]([C:54]3[S:55][C:56]4[C:62]([C:63]5[CH:68]=[CH:67][C:66]([Cl:69])=[CH:65][CH:64]=5)=[C:61]([C@H:70]([O:76][C:77]([CH3:78])([CH3:79])[CH3:80])[C:71]([OH:73])=[O:72])[C:60]([CH3:81])=[CH:59][C:57]=4[N:58]=3)=[CH:51][CH:52]=2)[C:47]([CH3:82])=[N:46]1)[C:39]1[CH:44]=[CH:43][CH:42]=[CH:41][CH:40]=1. Procedure details: Prepared in a manner similar to (S)-2-tert-butoxy-2-(7-(4-chlorophenyl)-2-(1,3-dimethyl-1H-indazol-6-yl)-5-methylbenzo[d]thiazol-6-yl)acetic acid, but using (S)-ethyl 2-(2-(1-benzyl-3-methyl-1H-indazol-5-yl)-7-(4-chlorophenyl)-5-methylbenzo[d]thiazol-6-yl)-2-tert-butoxyacetate instead of (S)-ethyl 2-tert-butoxy-2-(7-(4-chlorophenyl)-2-(1,3-dimethyl-1H-indazol-6-yl)-5-methylbenzo[d]thiazol-6-yl)acetate. LCMS-ESI+: calc'd for C35H33ClN3O3S: 610.2 (M+H+); found: 610.3 (M+H+). 1H NMR (400 MHz, CD3OD... Reactants: CC(CC1=NC2=C(N1CC1=CC=C(C=C1)C=1C(=CC=CC1)C(=O)OC(C)(C)C)C=C(C(=C2)C)C)CC (tert.butyl 4'-[(2-(2-methylbutyl)-5,6-dimethyl-benzimidazol-1-yl)-methyl]biphenyl-2-carboxylate), FC(C(=O)O)(F)F (trifluoroacetic acid). Solvent: C(Cl)Cl (methylene chloride). Yields the product CC(CC1=NC2=C(N1CC1=CC=C(C=C1)C=1C(=CC=CC1)C(=O)O)C=C(C(=C2)C)C)CC (4'-[(2-(2-Methylbutyl)-5,6-dimethyl-benzimidazol-1-yl)-methyl]biphenyl-2-carboxylic acid). As a reaction SMILES: [CH3:1][CH:2]([CH2:35][CH3:36])[CH2:3][C:4]1[N:8]([CH2:9][C:10]2[CH:15]=[CH:14][C:13]([C:16]3[C:17]([C:22]([O:24]C(C)(C)C)=[O:23])=[CH:18][CH:19]=[CH:20][CH:21]=3)=[CH:12][CH:11]=2)[C:7]2[CH:29]=[C:30]([CH3:34])[C:31]([CH3:33])=[CH:32][C:6]=2[N:5]=1.FC(F)(F)C(O)=O>C(Cl)Cl>[CH3:1][CH:2]([CH2:35][CH3:36])[CH2:3][C:4]1[N:8]([CH2:9][C:10]2[CH:15]=[CH:14][C:13]([C:16]3[C:17]([C:22]([OH:24])=[O:23])=[CH:18][CH:19]=[CH:20][CH:21]=3)=[CH:12][CH:11]=2)[C:7]2[CH:29]=[C:30]([CH3:34])[C:31]([CH3:33])=[CH:32][C:6]=2[N:5]=1. Procedure details: Prepared in analogous manner to Example 9 from tert.butyl 4'-[(2-(2-methylbutyl)-5,6-dimethyl-benzimidazol-1-yl)-methyl]biphenyl-2-carboxylate and trifluoroacetic acid in methylene chloride.